This data is from the Open Reaction Database (ORD), a public repository of structured organic reaction records. The task is: describe an organic reaction: reactants, conditions, products, and yield Starting materials: CN(C)CCCl, [Cl-], Cl, Fc1ccccc1C1=NCC(=S)Nc2ccc(Br)cc21, [K+], [Na+], C1CCOC1, [OH-]. The product is CN(C)CCSC1=Nc2ccc(Br)cc2C(c2ccccc2F)=NC1. As a reaction SMILES: [CH3:29][N:30]([CH3:31])[CH2:32][CH2:33][Cl:34].[Cl-:36].[ClH:28].[F:1][c:2]1[c:3]([C:8]2=[N:9][CH2:10][C:11](=[S:20])[NH:12][c:13]3[c:14]2[cH:15][c:16]([Br:19])[cH:17][cH:18]3)[cH:4][cH:5][cH:6][cH:7]1.[K+:22].[Na+:35].[O:23]1[CH2:24][CH2:25][CH2:26][CH2:27]1.[OH-:21]>>[F:1][c:2]1[c:3]([C:8]2=[N:9][CH2:10][C:11]([S:20][CH2:33][CH2:32][N:30]([CH3:29])[CH3:31])=[N:12][c:13]3[c:14]2[cH:15][c:16]([Br:19])[cH:17][cH:18]3)[cH:4][cH:5][cH:6][cH:7]1. Reactants: C=O, NC(Cc1ccc(O)c(O)c1)C(=O)O, O, O=S(=O)(O)O. Yields the product O=C(O)C1Cc2cc(O)c(O)cc2CN1. RXN SMILES: [CH2:20]=[O:21].[NH2:1][CH:2]([C:3](=[O:4])[OH:5])[CH2:6][c:7]1[cH:8][c:9]([OH:14])[c:10]([OH:13])[cH:11][cH:12]1.[OH2:22].[S:15](=[O:16])(=[O:17])([OH:18])[OH:19]>>[NH:1]1[CH:2]([C:3](=[O:4])[OH:5])[CH2:6][c:7]2[cH:8][c:9]([OH:14])[c:10]([OH:13])[cH:11][c:12]2[CH2:20]1. The reactants are CC(CO)CBr, CC(C)(C)[Si](Cl)(c1ccccc1)c1ccccc1, C1CCOC1, O, c1c[nH]cn1. Product: CC(CBr)CO[Si](c1ccccc1)(c1ccccc1)C(C)(C)C. As a reaction SMILES: [Br:24][CH2:25][CH:26]([CH2:27][OH:28])[CH3:29].[C:1]([CH3:2])([CH3:3])([CH3:4])[Si:5]([Cl:6])([c:7]1[cH:8][cH:9][cH:10][cH:11][cH:12]1)[c:13]1[cH:14][cH:15][cH:16][cH:17][cH:18]1.[CH2:31]1[O:32][CH2:33][CH2:34][CH2:35]1.[OH2:30].[nH:19]1[cH:20][cH:21][n:22][cH:23]1>>[C:1]([CH3:2])([CH3:3])([CH3:4])[Si:5]([c:7]1[cH:8][cH:9][cH:10][cH:11][cH:12]1)([c:13]1[cH:14][cH:15][cH:16][cH:17][cH:18]1)[O:28][CH2:27][CH:26]([CH2:25][Br:24])[CH3:29].